From a dataset of the Open Reaction Database (ORD), a public repository of structured organic reaction records. describe an organic reaction: reactants, conditions, products, and yield Reactants: COC(C)(C)C, COCCN(Cc1ccc(-c2cc3nccc(Oc4ccc(NC(=S)NC(=O)Cc5ccc(F)cc5)cc4F)c3s2)nc1)C(=O)OC(C)(C)C, O=C(O)C(F)(F)F. The product is COCCNCc1ccc(-c2cc3nccc(Oc4ccc(NC(=S)NC(=O)Cc5ccc(F)cc5)cc4F)c3s2)nc1. As a reaction SMILES: [C:58]([O:59][CH3:60])([CH3:61])([CH3:62])[CH3:63].[F:1][c:2]1[c:3]([O:4][c:5]2[c:6]3[c:7]([n:8][cH:9][cH:10]2)[cH:11][c:12](-[c:14]2[cH:15][cH:16][c:17]([CH2:20][N:21]([C:22](=[O:23])[O:24][C:25]([CH3:26])([CH3:27])[CH3:28])[CH2:29][CH2:30][O:31][CH3:32])[cH:18][n:19]2)[s:13]3)[cH:33][cH:34][c:35]([NH:37][C:38](=[S:39])[NH:40][C:41]([CH2:42][c:43]2[cH:44][cH:45][c:46]([F:49])[cH:47][cH:48]2)=[O:50])[cH:36]1.[F:51][C:52]([F:53])([F:54])[C:55]([OH:56])=[O:57]>>[F:1][c:2]1[c:3]([O:4][c:5]2[c:6]3[c:7]([n:8][cH:9][cH:10]2)[cH:11][c:12](-[c:14]2[cH:15][cH:16][c:17]([CH2:20][NH:21][CH2:29][CH2:30][O:31][CH3:32])[cH:18][n:19]2)[s:13]3)[cH:33][cH:34][c:35]([NH:37][C:38](=[S:39])[NH:40][C:41]([CH2:42][c:43]2[cH:44][cH:45][c:46]([F:49])[cH:47][cH:48]2)=[O:50])[cH:36]1. Reactants: C(C)(=O)N1CCC(CC1)(C(=O)Cl)C1=C(C=CC=C1)SC1=CC=CC=C1 (1-acetyl-4-(2-phenylthiophenyl)-piperidine-4-carbonyl chloride), [Cl-] (chloride), C(C(=O)O)(=O)O (oxalic acid). Solvent: O (water), C(C)O (ethyl alcohol), CCOCC (ether). The product is C(C(=O)O)(=O)O.C(C)OC(=O)C1(CCNCC1)C1=C(C=CC=C1)SC1=CC=CC=C1 (4-ethoxycarbonyl-4-(2-phenylthiophenyl)-piperidine oxalate). Reaction SMILES: C([N:4]1[CH2:9][CH2:8][C:7]([C:13]2[CH:18]=[CH:17][CH:16]=[CH:15][C:14]=2[S:19][C:20]2[CH:25]=[CH:24][CH:23]=[CH:22][CH:21]=2)([C:10](Cl)=[O:11])[CH2:6][CH2:5]1)(=O)C.[Cl-].[C:27]([OH:32])(=[O:31])[C:28]([OH:30])=[O:29]>C(O)C.O.CCOCC>[C:27]([OH:32])(=[O:31])[C:28]([OH:30])=[O:29].[CH2:28]([O:29][C:10]([C:7]1([C:13]2[CH:18]=[CH:17][CH:16]=[CH:15][C:14]=2[S:19][C:20]2[CH:25]=[CH:24][CH:23]=[CH:22][CH:21]=2)[CH2:6][CH2:5][NH:4][CH2:9][CH2:8]1)=[O:11])[CH3:27] |f:6.7|. Procedure: A mixture of 2 g of 1-acetyl-4-(2-phenylthiophenyl)-piperidine-4-carbonyl chloride, Example 16, in 50 ml of absolute ethyl alcohol saturated with anhydrous chloride is stirred at reflux for 64 hours. Thereafter, the excess acid and alcohol is removed under reduced pressure, leaving a clear, glassy residue. The residue is dissolved in 30 ml of water and the aqueous solution is extracted with ethyl acetate. The aqueous solution is basified with potassium carbonate, liberating an oil. The oil is di... Starting materials: O=C([O-])O, CC(C)=O, Cl, CC1(C)SC2C(NC(=O)C(N)c3ccc(O)cc3)C(=O)N2C1c1nnn[nH]1, [Na+], O=C=Nc1ccccc1, O. Yields the product CC1(C)SC2C(NC(=O)C(NC(=O)Nc3ccccc3)c3ccc(O)cc3)C(=O)N2C1c1nnn[nH]1. As a reaction SMILES: [C:28](=[O:29])([OH:30])[O-:31].[CH3:44][C:45]([CH3:46])=[O:47].[ClH:42].[NH2:1][CH:2]([C:3](=[O:4])[NH:5][CH:6]1[CH:7]2[N:8]([CH:9]([c:14]3[n:15][n:16][n:17][nH:18]3)[C:10]([CH3:12])([CH3:13])[S:11]2)[C:19]1=[O:20])[c:21]1[cH:22][cH:23][c:24]([OH:27])[cH:25][cH:26]1.[Na+:32].[O:33]=[C:34]=[N:35][c:36]1[cH:37][cH:38][cH:39][cH:40][cH:41]1.[OH2:43]>>[NH:1]([CH:2]([C:3](=[O:4])[NH:5][CH:6]1[CH:7]2[N:8]([CH:9]([c:14]3[n:15][n:16][n:17][nH:18]3)[C:10]([CH3:12])([CH3:13])[S:11]2)[C:19]1=[O:20])[c:21]1[cH:22][cH:23][c:24]([OH:27])[cH:25][cH:26]1)[C:34](=[O:33])[NH:35][c:36]1[cH:37][cH:38][cH:39][cH:40][cH:41]1. The reactants are CCOC(=O)c1cc(Br)nc2[nH]ncc12, BrC1COC1, CC#N, [K+], [K+], O=C([O-])[O-]. The product is CCOC(=O)c1cc(Br)nc2c1cnn2C1COC1. As a reaction SMILES: [Br:1][c:2]1[cH:3][c:4]([C:11](=[O:12])[O:13][CH2:14][CH3:15])[c:5]2[c:6]([n:7]1)[nH:8][n:9][cH:10]2.[Br:22][CH:23]1[CH2:24][O:25][CH2:26]1.[CH3:27][C:28]#[N:29].[K+:16].[K+:17].[O-:18][C:19]([O-:20])=[O:21]>>[Br:1][c:2]1[cH:3][c:4]([C:11](=[O:12])[O:13][CH2:14][CH3:15])[c:5]2[c:6]([n:7]1)[n:8]([CH:23]1[CH2:24][O:25][CH2:26]1)[n:9][cH:10]2. The reactants are CCO, NN, O, COC(=O)c1ccc(NC(=O)CCc2ccccc2)cc1. Product: NNC(=O)c1ccc(NC(=O)CCc2ccccc2)cc1. RXN SMILES: [CH3:25][CH2:26][OH:27].[NH2:23][NH2:24].[OH2:22].[c:1]1([CH2:7][CH2:8][C:9](=[O:10])[NH:11][c:12]2[cH:13][cH:14][c:15]([C:16](=[O:17])[O:18][CH3:19])[cH:20][cH:21]2)[cH:2][cH:3][cH:4][cH:5][cH:6]1>>[c:1]1([CH2:7][CH2:8][C:9](=[O:10])[NH:11][c:12]2[cH:13][cH:14][c:15]([C:16](=[O:17])[NH:23][NH2:24])[cH:20][cH:21]2)[cH:2][cH:3][cH:4][cH:5][cH:6]1. Reactants: O=C([O-])[O-], CCI, COC(=O)c1ccc(O)c(OC)c1, [K+], [K+], CN(C)C=O. Yields the product CCOc1ccc(C(=O)OC)cc1OC. RXN SMILES: [C:14](=[O:15])([O-:16])[O-:17].[CH2:20]([CH3:21])[I:22].[CH3:1][O:2][C:3](=[O:4])[c:5]1[cH:6][cH:7][c:8]([OH:9])[c:10]([O:11][CH3:12])[cH:13]1.[K+:18].[K+:19].[O:23]=[CH:24][N:25]([CH3:26])[CH3:27]>>[CH3:1][O:2][C:3](=[O:4])[c:5]1[cH:6][cH:7][c:8]([O:9][CH2:20][CH3:21])[c:10]([O:11][CH3:12])[cH:13]1. Reactants: ClC1=CC=C(C=C1)CCCCCl (1-chloro-4-(4-chlorobutyl)benzene), C1(CCCCC1)CN1C=NC=C1 (1-cyclohexylmethyl-1H-imidazole). Reaction conditions: temperature 130 celsius. Yields the product [Cl-].C1(CCCCC1)C[N+]1=CN(C=C1)CCCCC1=CC=C(C=C1)Cl (1-Cyclohexylmethyl-3-[4-(4-chlorophenyl)butyl]imidazolium chloride). RXN SMILES: [Cl:1][C:2]1[CH:7]=[CH:6][C:5]([CH2:8][CH2:9][CH2:10][CH2:11]Cl)=[CH:4][CH:3]=1.[CH:13]1([CH2:19][N:20]2[CH:24]=[CH:23][N:22]=[CH:21]2)[CH2:18][CH2:17][CH2:16][CH2:15][CH2:14]1>>[Cl-:1].[CH:13]1([CH2:19][N+:20]2[CH:24]=[CH:23][N:22]([CH2:11][CH2:10][CH2:9][CH2:8][C:5]3[CH:6]=[CH:7][C:2]([Cl:1])=[CH:3][CH:4]=3)[CH:21]=2)[CH2:14][CH2:15][CH2:16][CH2:17][CH2:18]1 |f:2.3|. Reported procedure: Add 6.55 g (0.03 mole) of 1-chloro-4-(4-chlorobutyl)benzene to 4.81 g (0.293 mole) of 1-cyclohexylmethyl-1H-imidazole and heat at 130° C. for 18 hours.